From a dataset of the Open Reaction Database (ORD), a public repository of structured organic reaction records. describe an organic reaction: reactants, conditions, products, and yield Starting materials: COC1CCN(CC1)C1=C2CCNCC2=CC=C1 (5-(4-methoxypiperidin-1-yl)-1,2,3,4-tetrahydroisoquinoline), C1=NCCC2=CC=CC=C12 (3,4-dihydroisoquinoline). The product is COC1CCN(CC1)C1=C2CCN=CC2=CC=C1 (5-(4-methoxypiperidin-1-yl)-3,4-dihydroisoquinoline). The yield is 100.0%. Reaction SMILES: [CH3:1][O:2][CH:3]1[CH2:8][CH2:7][N:6]([C:9]2[CH:18]=[CH:17][CH:16]=[C:15]3[C:10]=2[CH2:11][CH2:12][NH:13][CH2:14]3)[CH2:5][CH2:4]1.C1C2C(=CC=CC=2)CCN=1>>[CH3:1][O:2][CH:3]1[CH2:8][CH2:7][N:6]([C:9]2[CH:18]=[CH:17][CH:16]=[C:15]3[C:10]=2[CH2:11][CH2:12][N:13]=[CH:14]3)[CH2:5][CH2:4]1. Procedure: Intermediate 3B was oxidized as described for Intermediate 2 to afford 6.32 g (100%) of Intermediate 3 as a yellow viscous oil. MS (ESI) m/z: 245.2 (M+H)+. Reactants: P(=O)([O-])([O-])[O-].[K+].[K+].[K+] (potassium phosphate), FC1=CN=C2CCC(NC2=C1)=O (7-fluoro-3,4-dihydro-1,5-naphthyridin-2(1H)-one), BrCC(OC)OC (2-bromo-1,1-dimethoxyethane), P(=O)([O-])([O-])[O-].[K+].[K+].[K+] (potassium phosphate), BrCC(OC)OC (2-bromo-1,1-dimethoxyethane), O (water). Run in C(C)(=O)O (acetic acid), CS(=O)C (dimethyl sulfoxide), C1(=CC=CC=C1)C (toluene). Run at temperature 100 celsius, time 3 hour. The product is COC(CN1C(CCC2=NC=C(C=C12)F)=O)OC (1-(2,2-dimethoxyethyl)-7-fluoro-3,4-dihydro-1,5-naphthyridin-2(1H)-one). The yield is 67.1%. RXN SMILES: P([O-])([O-])([O-])=O.[K+].[K+].[K+].[F:9][C:10]1[CH:19]=[C:18]2[C:13]([CH2:14][CH2:15][C:16](=[O:20])[NH:17]2)=[N:12][CH:11]=1.Br[CH2:22][CH:23]([O:26][CH3:27])[O:24][CH3:25].O>CS(C)=O.C(O)(=O)C.C1(C)C=CC=CC=1>[CH3:25][O:24][CH:23]([O:26][CH3:27])[CH2:22][N:17]1[C:18]2[C:13](=[N:12][CH:11]=[C:10]([F:9])[CH:19]=2)[CH2:14][CH2:15][C:16]1=[O:20] |f:0.1.2.3|. Procedure: To a suspension of 49.8 g of potassium phosphate in 90 mL dimethyl sulfoxide, 30.0 g of 7-fluoro-3,4-dihydro-1,5-naphthyridin-2(1H)-one and 39.7 g of 2-bromo-1,1-dimethoxyethane were added, and the mixture was stirred at 100° C. for 3 hours. To the mixture, 7.7 g of potassium phosphate and 6.1 g of 2-bromo-1,1-dimethoxyethane were added, and the mixture was stirred for 1 hour at the same temperature. The reaction mixture was cooled to room temperature, and 120 mL of water and 120 mL of toluene w... Starting materials: CC(=O)[O-], COCN1C(=O)CN=C(c2ccccc2)c2cc([N+](=O)[O-])ccc21, CO, [Cl-], [Na+], C1CCOC1, O, O, O, O, O. Yields the product COCN1C(=O)CN=C(c2ccccc2)c2cc(NO)ccc21. Reaction SMILES: [C:36]([O-:37])(=[O:38])[CH3:39].[CH3:1][O:2][CH2:3][N:4]1[C:5](=[O:24])[CH2:6][N:7]=[C:8]([c:18]2[cH:19][cH:20][cH:21][cH:22][cH:23]2)[c:9]2[c:10]1[cH:11][cH:12][c:13]([N+:15](=[O:16])[O-:17])[cH:14]2.[CH3:41][OH:42].[Cl-:32].[Na+:40].[O:25]1[CH2:26][CH2:27][CH2:28][CH2:29]1.[OH2:30].[OH2:31].[OH2:33].[OH2:34].[OH2:35]>>[CH3:1][O:2][CH2:3][N:4]1[C:5](=[O:24])[CH2:6][N:7]=[C:8]([c:18]2[cH:19][cH:20][cH:21][cH:22][cH:23]2)[c:9]2[c:10]1[cH:11][cH:12][c:13]([NH:15][OH:16])[cH:14]2. The reactants are Brc1ccc2c(c1)OCCO2, [Li]CCCC, C1CCOC1, COc1ccc(C=O)cc1, CC(C)O, O. Yields the product COc1ccc(C(O)c2ccc3c(c2)OCCO3)cc1. As a reaction SMILES: [Br:1][c:2]1[cH:3][c:4]2[c:5]([cH:10][cH:11]1)[O:6][CH2:7][CH2:8][O:9]2.[CH2:12]([Li:13])[CH2:14][CH2:15][CH3:16].[CH2:31]1[O:32][CH2:33][CH2:34][CH2:35]1.[CH3:17][O:18][c:19]1[cH:20][cH:21][c:22]([CH:23]=[O:24])[cH:25][cH:26]1.[CH:27]([OH:28])([CH3:29])[CH3:30].[OH2:36]>>[c:2]1([CH:23]([c:22]2[cH:21][cH:20][c:19]([O:18][CH3:17])[cH:26][cH:25]2)[OH:24])[cH:3][c:4]2[c:5]([cH:10][cH:11]1)[O:6][CH2:7][CH2:8][O:9]2. Reactants: BrC1=CC(=C(C=N1)N)NC1=CC=CC=C1 (6-Bromo-N4-phenyl-3,4-pyridinediamine), C(#N)CC(=O)OCC (ethyl cyanoacetate). The product is BrC1=CC2=C(C=N1)N=C(N2C2=CC=CC=C2)CC#N ((6-Bromo-1-phenyl-1H-imidazo[4,5-c]pyridin-2-yl)acetonitrile). Yield: 34.9%. Reaction SMILES: [Br:1][C:2]1[N:7]=[CH:6][C:5]([NH2:8])=[C:4]([NH:9][C:10]2[CH:15]=[CH:14][CH:13]=[CH:12][CH:11]=2)[CH:3]=1.[C:16]([CH2:18][C:19](OCC)=O)#[N:17]>>[Br:1][C:2]1[N:7]=[CH:6][C:5]2[N:8]=[C:19]([CH2:18][C:16]#[N:17])[N:9]([C:10]3[CH:15]=[CH:14][CH:13]=[CH:12][CH:11]=3)[C:4]=2[CH:3]=1. Procedure: The product from Step 4 (2.1 g, 7.95 mmol) and ethyl cyanoacetate (3.6 g, 31 mmol) were heated together at 195° C. in a sealed tube for 54 minutes. After cooling to room temperature, the product crystallized and the crystals were collected and washed with ethanol to give the title compound (0.87 g, 35%). MS (ES+) m/e 313/315 [M+H]+.